Dataset: the Open Reaction Database (ORD), a public repository of structured organic reaction records. Task: describe an organic reaction: reactants, conditions, products, and yield Starting materials: OC(CNC(OC)=O)C (methyl 2-hydroxypropylcarbamate), BrC(C(=O)Br)C (2-bromopropionyl bromide). The product is BrC(C(=O)OC(CNC(OC)=O)C)C (methyl 2-(2-bromopropionyloxy)-propylcarbamate). As a reaction SMILES: [OH:1][CH:2]([CH3:9])[CH2:3][NH:4][C:5](=[O:8])[O:6][CH3:7].[Br:10][CH:11]([CH3:15])[C:12](Br)=[O:13]>>[Br:10][CH:11]([CH3:15])[C:12]([O:1][CH:2]([CH3:9])[CH2:3][NH:4][C:5](=[O:8])[O:6][CH3:7])=[O:13]. Procedure: by using methyl 2-hydroxypropylcarbamate and 2-bromopropionyl bromide there is obtained methyl 2-(2-bromopropionyloxy)-propylcarbamate, nD20 1.4764; Reactants: C(C)OC(=O)C=1N=NC(=CC1)NCC=1C(=NOC1C)C1=CC(=CC=C1)F (6-{[3-(3-fluoro-phenyl)-5-methyl-isoxazol-4-ylmethyl]-amino}-pyridazine-3-carboxylic acid ethyl ester), FC(CN)(F)F (2,2,2-trifluoroethylamine). Yields the product FC(CNC(=O)C=1N=NC(=CC1)NCC=1C(=NOC1C)C1=CC(=CC=C1)F)(F)F (6-{[3-(3-Fluoro-phenyl)-5-methyl-isoxazol-4-ylmethyl]-amino}-pyridazine-3-carboxylic acid (2,2,2-trifluoro-ethyl)-amide). Isolated yield 59.0%. Reaction SMILES: C(O[C:4]([C:6]1[N:7]=[N:8][C:9]([NH:12][CH2:13][C:14]2[C:15]([C:20]3[CH:25]=[CH:24][CH:23]=[C:22]([F:26])[CH:21]=3)=[N:16][O:17][C:18]=2[CH3:19])=[CH:10][CH:11]=1)=[O:5])C.[F:27][C:28]([F:32])([F:31])[CH2:29][NH2:30]>>[F:27][C:28]([F:32])([F:31])[CH2:29][NH:30][C:4]([C:6]1[N:7]=[N:8][C:9]([NH:12][CH2:13][C:14]2[C:15]([C:20]3[CH:25]=[CH:24][CH:23]=[C:22]([F:26])[CH:21]=3)=[N:16][O:17][C:18]=2[CH3:19])=[CH:10][CH:11]=1)=[O:5]. Procedure details: As described for example 116e, 6-{[3-(3-fluoro-phenyl)-5-methyl-isoxazol-4-ylmethyl]-amino}-pyridazine-3-carboxylic acid ethyl ester (107 mg, 0.3 mmol) was converted, using 2,2,2-trifluoroethylamine instead of cyclopropylamine, to the title compound (72 mg, 59%) which was obtained as a white solid. MS: m/e=410.1 [M+H]−. The reactants are ClC=1C=C(C=NC1)O (5-chloro-3-hydroxypyridine), N1CCOCC1 (morpholine), C1(CCCCC1)P(C1=C(C=CC=C1)C1=C(C=C(C=C1C(C)C)C(C)C)C(C)C)C1CCCCC1 (2-(dicyclohexylphosphino)-2′,4′,6′,-triisopropyl-biphenyl), CC(C)C1=CC(=C(C(=C1)C(C)C)C2=C(C=CC=C2)P(C3CCCCC3)C4CCCCC4)C(C)C (X-Phos), C[Si](C)(C)[N-][Si](C)(C)C.[Li+] (lithium bis(trimethylsilyl)amide). The reagents and catalysts are C=1C=CC(=CC1)/C=C/C(=O)/C=C/C2=CC=CC=C2.C=1C=CC(=CC1)/C=C/C(=O)/C=C/C2=CC=CC=C2.C=1C=CC(=CC1)/C=C/C(=O)/C=C/C2=CC=CC=C2.[Pd].[Pd] (tris(dibenzylideneacetone)dipalladium). Solvent: C1CCOC1 (THF), C1CCOC1 (THF). Run at temperature 60 celsius, time 20.5 hour. Yields the product O1CCN(CC1)C=1C=C(C=NC1)O (5-morpholinopyridin-3-ol). As a reaction SMILES: Cl[C:2]1[CH:3]=[C:4]([OH:8])[CH:5]=[N:6][CH:7]=1.[NH:9]1[CH2:14][CH2:13][O:12][CH2:11][CH2:10]1.C1(P(C2CCCCC2)C2C=CC=CC=2C2C(C(C)C)=CC(C(C)C)=CC=2C(C)C)CCCCC1.C[Si]([N-][Si](C)(C)C)(C)C.[Li+]>C1COCC1.C1C=CC(/C=C/C(/C=C/C2C=CC=CC=2)=O)=CC=1.C1C=CC(/C=C/C(/C=C/C2C=CC=CC=2)=O)=CC=1.C1C=CC(/C=C/C(/C=C/C2C=CC=CC=2)=O)=CC=1.[Pd].[Pd]>[O:12]1[CH2:13][CH2:14][N:9]([C:2]2[CH:3]=[C:4]([OH:8])[CH:5]=[N:6][CH:7]=2)[CH2:10][CH2:11]1 |f:3.4,6.7.8.9.10|. Procedure: A mixture of 5-chloro-3-hydroxypyridine (0.2 g, 1.6 mmol), morpholine (0.7 mL, 8.0 mmol), 2-(dicyclohexylphosphino)-2′,4′,6′,-triisopropyl-biphenyl, (X-Phos) (0.12 g, 0.26 mmol), and tris(dibenzylideneacetone)dipalladium (0) (0.06 g, 0.07 mmol) in dry THF (2.0 mL) was degassed by nitrogen. To this mixture was added 1.0M lithium bis(trimethylsilyl)amide in THF (8.8 mL, 8.8 mmol) dropwise, and the resulting reaction was heated to 60° C. After 20.5 h, the reaction was cooled to rt then concd. The r... Reactants: BrC=C(C)C=1SC=CN1 (2-(1-bromoprop-1-en-2-yl)thiazole), ClC1=CC=2C3=C(NC2C=C1)CCN(C3)C (8-Chloro-2,3,4,5-tetrahydro-2-methyl-1H-pyrido[4,3-b]indole), P(=O)([O-])([O-])[O-].[K+].[K+].[K+] (potassium phosphate), N1[C@H](C(=O)O)CCC1 (L-proline). The reagents and catalysts are [Cu]I (copper(I) iodide). Run in CN(C)C=O (DMF), CN(C)C=O (DMF). Reaction conditions: temperature 85 celsius. The product is ClC1=CC=2C3=C(N(C2C=C1)\C=C(/C)\C=1SC=CN1)CCN(C3)C ((E)-2-(1-(8-chloro-2-methyl-3,4-dihydro-1H-pyrido[4,3-b]indol-5(2H)-yl)prop-1-en-2-yl)thiazole). RXN SMILES: [Cl:1][C:2]1[CH:10]=[CH:9][C:8]2[NH:7][C:6]3[CH2:11][CH2:12][N:13]([CH3:15])[CH2:14][C:5]=3[C:4]=2[CH:3]=1.P([O-])([O-])([O-])=O.[K+].[K+].[K+].N1CCC[C@H]1C(O)=O.Br[CH:33]=[C:34]([C:36]1[S:37][CH:38]=[CH:39][N:40]=1)[CH3:35]>CN(C=O)C.[Cu]I>[Cl:1][C:2]1[CH:10]=[CH:9][C:8]2[N:7](/[CH:33]=[C:34](/[C:36]3[S:37][CH:38]=[CH:39][N:40]=3)\[CH3:35])[C:6]3[CH2:11][CH2:12][N:13]([CH3:15])[CH2:14][C:5]=3[C:4]=2[CH:3]=1 |f:1.2.3.4|. Reported procedure: 8-Chloro-2,3,4,5-tetrahydro-2-methyl-1H-pyrido[4,3-b]indole (110 mg, 0.5 mmol) was dissolved in DMF (3 mL) and potassium phosphate (212.4 mg, 1 mmol), copper(I) iodide (9.5 mg, 0.05 mmol) and L-proline (11.51 mg, 0.1 mmol) was added in to it. Then 2-(1-bromoprop-1-en-2-yl)thiazole (122.4 mg, 0.6 mmol) was dissolved in DMF (2 mL) and added dropwise. Nitrogen was purged for 2 min and the reaction mixture was heated at 85° C. overnight (prolonged heating was required some cases). DMF was evaporated... The reactants are C(=O)(O)[O-].[Na+] (NaHCO3), Cl (HCl), N1C=CC=2C(=NC=CC21)N2CCN(CC2)CCC2=CNC1=CC=C(C=C21)C(O)C=2N=CN(C2)C(C2=CC=CC=C2)(C2=CC=CC=C2)C2=CC=CC=C2 ((3-{2-[4-(1H-Pyrrolo[3,2-c]pyridin-4-yl)-1-piperazinyl]ethyl}-1H-indol-5-yl)-(1-trityl-1H-imidazol-4-yl)methanol), C(C)[SiH](CC)CC (triethylsilane), FC(C(=O)O)(F)F (trifluoroacetic acid). The solvent is ClCCl (dichloromethane). Conditions: time 18 hour. Yields the product N1C=NC=C1CC=1C=C2C(=CNC2=CC1)CCN1CCN(CC1)C1=NC=CC2=C1C=CN2 (4-(4-{2-[5(1H-Imidazol-5ylmethyl)-1H-indol-3-yl]ethyl}-1-piperazinyl)-1H-pyrrolo[3,2-c]pyridine). RXN SMILES: [NH:1]1[C:9]2[CH:8]=[CH:7][N:6]=[C:5]([N:10]3[CH2:15][CH2:14][N:13]([CH2:16][CH2:17][C:18]4[C:26]5[C:21](=[CH:22][CH:23]=[C:24]([CH:27]([C:29]6[N:30]=[CH:31][N:32](C(C7C=CC=CC=7)(C7C=CC=CC=7)C7C=CC=CC=7)[CH:33]=6)O)[CH:25]=5)[NH:20][CH:19]=4)[CH2:12][CH2:11]3)[C:4]=2[CH:3]=[CH:2]1.C([SiH](CC)CC)C.FC(F)(F)C(O)=O.C([O-])(O)=O.[Na+].Cl>ClCCl>[NH:30]1[C:29]([CH2:27][C:24]2[CH:25]=[C:26]3[C:21](=[CH:22][CH:23]=2)[NH:20][CH:19]=[C:18]3[CH2:17][CH2:16][N:13]2[CH2:14][CH2:15][N:10]([C:5]3[C:4]4[CH:3]=[CH:2][NH:1][C:9]=4[CH:8]=[CH:7][N:6]=3)[CH2:11][CH2:12]2)=[CH:33][N:32]=[CH:31]1 |f:3.4|. Reported procedure: A solution, cooled to −5° C., of 1.9 mmol of the compound obtained in Step 1 and 9.5 mmol of triethylsilane in dichloromethane, is treated with a solution of 19 mmol of trifluoroacetic acid. After stirring at ambient temperature for 18 hours, the reaction mixture is treated with a saturated solution of NaHCO3, and then the organic phase is treated with a 2N HCl solution. The aqueous phase is rendered basic with 20% sodium hydroxide solution, and extraction with dichloromethane enables the expect...